Dataset: the Open Reaction Database (ORD), a public repository of structured organic reaction records. Task: describe an organic reaction: reactants, conditions, products, and yield Reactants: O=C([O-])[O-], CCN=C=NCCCN(C)C, CN(C)C=O, CC(C)OC(C)C, Cc1c(C(=O)O)cnn1-c1ccc(F)cc1, [K+], [K+], N#Cc1cc(N)ccc1N(CCO)CCO, On1nnc2ccccc21. The product is Cc1c(C(=O)Nc2ccc(N(CCO)CCO)c(C#N)c2)cnn1-c1ccc(F)cc1. RXN SMILES: [C:54](=[O:55])([O-:56])[O-:57].[CH2:43]([N:44]=[C:45]=[N:46][CH2:47][CH2:48][CH2:49][N:50]([CH3:51])[CH3:52])[CH3:53].[CH3:67][N:68]([CH3:69])[CH:70]=[O:71].[CH:60]([O:61][CH:62]([CH3:63])[CH3:64])([CH3:65])[CH3:66].[F:1][c:2]1[cH:3][cH:4][c:5](-[n:8]2[n:9][cH:10][c:11]([C:14](=[O:15])[OH:16])[c:12]2[CH3:13])[cH:6][cH:7]1.[K+:58].[K+:59].[NH2:17][c:18]1[cH:19][cH:20][c:21]([N:26]([CH2:27][CH2:28][OH:29])[CH2:30][CH2:31][OH:32])[c:22]([C:23]#[N:24])[cH:25]1.[OH:33][n:34]1[c:35]2[cH:36][cH:37][cH:38][cH:39][c:40]2[n:41][n:42]1>>[F:1][c:2]1[cH:3][cH:4][c:5](-[n:8]2[n:9][cH:10][c:11]([C:14](=[O:16])[NH:17][c:18]3[cH:19][cH:20][c:21]([N:26]([CH2:27][CH2:28][OH:29])[CH2:30][CH2:31][OH:32])[c:22]([C:23]#[N:24])[cH:25]3)[c:12]2[CH3:13])[cH:6][cH:7]1. The reactants are N([C@@H](CCSC)C(=O)N[C@@H](CO)C(=O)NN)C(=O)OCC1=CC=CC=C1 (Z-Met-Ser-NHNH2), N[C@@H](CC1=CC=C(C=C1)O)C(=O)N[C@@H](CC(N)=O)C(=O)N[C@@H](CC(C)C)C(=O)N[C@@H](CC(C)C)C(=O)NCC(=O)N[C@@H](CC1=CC=CC=C1)C(=O)N[C@@H](CC(C)C)C(=O)N[C@@H](CCC(N)=O)C(=O)N[C@@H](CCCNC(NS(=O)(=O)C1=CC=C(C)C=C1)=N)C(=O)N[C@@H](CO)C(=O)N[C@@H](CO)C(=O)O (H-Tyr-Asn-Leu-Leu-Gly-Phe-Leu-Gln-Arg(Tos)-Ser-Ser-OH), N(=O)OCCC(C)C (isoamyl nitrite), Example 4 ( a ), Cl.O1CCOCC1 (HCl dioxane), N([C@@H](CCSC)C(=O)N[C@@H](CO)C(=O)NN)C(=O)OCC1=CC=CC=C1 (Z-Met-Ser-NHNH2). Run in CN(C=O)C (dimethylformamide), CN(P(N(C)C)(N(C)C)=O)C (hexamethylphosphoric triamide), C(C)N(CC)CC (triethylamine), CN(C=O)C (dimethylformamide). Run at temperature 4 celsius, time 24 hour. The product is [N-]=[N+]=[N-] (azide), N([C@@H](CCSC)C(=O)N[C@@H](CO)C(=O)N[C@@H](CC1=CC=C(C=C1)O)C(=O)N[C@@H](CC(N)=O)C(=O)N[C@@H](CC(C)C)C(=O)N[C@@H](CC(C)C)C(=O)NCC(=O)N[C@@H](CC1=CC=CC=C1)C(=O)N[C@@H](CC(C)C)C(=O)N[C@@H](CCC(N)=O)C(=O)N[C@@H](CCCNC(NS(=O)(=O)C1=CC=C(C)C=C1)=N)C(=O)N[C@@H](CO)C(=O)N[C@@H](CO)C(=O)O)C(=O)OCC1=CC=CC=C1 (Z-Met-Ser-Tyr-Asn-Leu-Leu-Gly-Phe-Leu-Gln-Arg(Tos)-Ser-Ser-OH). RXN SMILES: [NH:1]([C:17]([O:19][CH2:20][C:21]1[CH:26]=[CH:25][CH:24]=[CH:23][CH:22]=1)=[O:18])[C@H:2]([C:7]([NH:9][C@H:10]([C:13]([NH:15][NH2:16])=[O:14])[CH2:11][OH:12])=[O:8])[CH2:3][CH2:4][S:5][CH3:6].Cl.O1CCOCC1.[N:34](OCCC(C)C)=O.[NH2:42][C@H:43]([C:52]([NH:54][C@H:55]([C:60]([NH:62][C@H:63]([C:68]([NH:70][C@H:71]([C:76]([NH:78][CH2:79][C:80]([NH:82][C@H:83]([C:91]([NH:93][C@H:94]([C:99]([NH:101][C@H:102]([C:108]([NH:110][C@H:111]([C:129]([NH:131][C@H:132]([C:135]([NH:137][C@H:138]([C:141]([OH:143])=[O:142])[CH2:139][OH:140])=[O:136])[CH2:133][OH:134])=[O:130])[CH2:112][CH2:113][CH2:114][NH:115][C:116](=[NH:128])[NH:117][S:118]([C:121]1[CH:127]=[CH:126][C:124]([CH3:125])=[CH:123][CH:122]=1)(=[O:120])=[O:119])=[O:109])[CH2:103][CH2:104][C:105](=[O:107])[NH2:106])=[O:100])[CH2:95][CH:96]([CH3:98])[CH3:97])=[O:92])[CH2:84][C:85]1[CH:90]=[CH:89][CH:88]=[CH:87][CH:86]=1)=[O:81])=[O:77])[CH2:72][CH:73]([CH3:75])[CH3:74])=[O:69])[CH2:64][CH:65]([CH3:67])[CH3:66])=[O:61])[CH2:56][C:57](=[O:59])[NH2:58])=[O:53])[CH2:44][C:45]1[CH:50]=[CH:49][C:48]([OH:51])=[CH:47][CH:46]=1>CN(C)C=O.CN(C)P(=O)(N(C)C)N(C)C.C(N(CC)CC)C>[N-:34]=[N+:15]=[N-:16].[NH:1]([C:17]([O:19][CH2:20][C:21]1[CH:26]=[CH:25][CH:24]=[CH:23][CH:22]=1)=[O:18])[C@H:2]([C:7]([NH:9][C@H:10]([C:11]([NH:42][C@H:43]([C:52]([NH:54][C@H:55]([C:60]([NH:62][C@H:63]([C:68]([NH:70][C@H:71]([C:76]([NH:78][CH2:79][C:80]([NH:82][C@H:83]([C:91]([NH:93][C@H:94]([C:99]([NH:101][C@H:102]([C:108]([NH:110][C@H:111]([C:129]([NH:131][C@H:132]([C:135]([NH:137][C@H:138]([C:141]([OH:143])=[O:142])[CH2:139][OH:140])=[O:136])[CH2:133][OH:134])=[O:130])[CH2:112][CH2:113][CH2:114][NH:115][C:116](=[NH:128])[NH:117][S:118]([C:121]1[CH:122]=[CH:123][C:124]([CH3:125])=[CH:126][CH:127]=1)(=[O:120])=[O:119])=[O:109])[CH2:103][CH2:104][C:105](=[O:107])[NH2:106])=[O:100])[CH2:95][CH:96]([CH3:97])[CH3:98])=[O:92])[CH2:84][C:85]1[CH:90]=[CH:89][CH:88]=[CH:87][CH:86]=1)=[O:81])=[O:77])[CH2:72][CH:73]([CH3:75])[CH3:74])=[O:69])[CH2:64][CH:65]([CH3:67])[CH3:66])=[O:61])[CH2:56][C:57](=[O:59])[NH2:58])=[O:53])[CH2:44][C:45]1[CH:46]=[CH:47][C:48]([OH:51])=[CH:49][CH:50]=1)=[O:12])[CH2:13][OH:14])=[O:8])[CH2:3][CH2:4][S:5][CH3:6] |f:1.2|. Reported procedure: 159 Milligrams of Z-Met-Ser-NHNH2 was dissolved in 5 ml of dimethylformamide and 0.21 ml of 6N-HCl/dioxane, then by using 0.055 ml of isoamyl nitrite and 0.17 ml of triethylamine, an azide product was prepared by a method similar to that described in Reference example 1, this reaction mixture was added to a mixture of 300 mg of H-Tyr-Asn-Leu-Leu-Gly-Phe-Leu-Gln-Arg(Tos)-Ser-Ser-OH, 5 ml of dimethylformamide and 5 ml of hexamethylphosphoric triamide, then the whole mixture was stirred at 4° C. fo... The reactants are CC(C)=NN (acetone hydrazone), Cl.OC=1C2=C(OC1C(OCC)=N)C=CC=C2 (ethyl 3-hydroxybenzo[b]furan-2-carboximidate hydrochloride), CC(C)=NN (acetone hydrazone). The solvent is C1=CC=CC=C1 (benzene). Yields the product OC=1C2=C(OC1C(O)=N)C=CC=C2 (3-hydroxybenzo[b]furan-2-carboximidic acid). Yield: 95.4%. RXN SMILES: Cl.[OH:2][C:3]1[C:4]2[CH:16]=[CH:15][CH:14]=[CH:13][C:5]=2[O:6][C:7]=1[C:8](=[NH:12])[O:9]CC.CC(=NN)C>C1C=CC=CC=1>[OH:2][C:3]1[C:4]2[CH:16]=[CH:15][CH:14]=[CH:13][C:5]=2[O:6][C:7]=1[C:8](=[NH:12])[OH:9] |f:0.1|. Procedure details: A suspension of ethyl 3-hydroxybenzo[b]furan-2-carboximidate hydrochloride (8.86 g 36.7 mmol, described in Example 4) in benzene (400 mL) was combined with freshly prepared acetone hydrazone (8.0 g, 110 mmol). A solution was formed then a precipitate occurred. The mixture was refluxed for 1.5 hr, additional acetone hydrazone (5.0 g, 69 mmol) was added and the solution was refluxed for 0.5 hr. The reaction mixture was filtered hot to remove the precipitate (discarded), the filtrate was evaporated... Starting materials: OCc1c(-c2c(Cl)cncc2Cl)noc1C1CC1, ClCCl, CC(C)OC(=O)N=NC(=O)OC(C)C, COC(=O)c1ccc2cc(-c3ccc(O)cc3)ccc2n1, c1ccc(P(c2ccccc2)c2ccccc2)cc1. The product is COC(=O)c1ccc2cc(-c3ccc(OCc4c(-c5c(Cl)cncc5Cl)noc4C4CC4)cc3)ccc2n1. As a reaction SMILES: [CH:41]1([c:44]2[c:45]([CH2:57][OH:58])[c:46](-[c:49]3[c:50]([Cl:56])[cH:51][n:52][cH:53][c:54]3[Cl:55])[n:47][o:48]2)[CH2:42][CH2:43]1.[Cl:73][CH2:74][Cl:75].[O:59]=[C:60]([O:61][CH:62]([CH3:63])[CH3:64])[N:65]=[N:66][C:67]([O:68][CH:69]([CH3:70])[CH3:71])=[O:72].[OH:1][c:2]1[cH:3][cH:4][c:5](-[c:8]2[cH:9][c:10]3[cH:11][cH:12][c:13]([C:18](=[O:19])[O:20][CH3:21])[n:14][c:15]3[cH:16][cH:17]2)[cH:6][cH:7]1.[c:22]1([P:23]([c:24]2[cH:25][cH:26][cH:27][cH:28][cH:29]2)[c:30]2[cH:31][cH:32][cH:33][cH:34][cH:35]2)[cH:36][cH:37][cH:38][cH:39][cH:40]1>>[O:1]([c:2]1[cH:3][cH:4][c:5](-[c:8]2[cH:9][c:10]3[cH:11][cH:12][c:13]([C:18](=[O:19])[O:20][CH3:21])[n:14][c:15]3[cH:16][cH:17]2)[cH:6][cH:7]1)[CH2:57][c:45]1[c:44]([CH:41]2[CH2:42][CH2:43]2)[o:48][n:47][c:46]1-[c:49]1[c:50]([Cl:56])[cH:51][n:52][cH:53][c:54]1[Cl:55]. Reactants: OC1=C(C=CC(=C1)OCOC)C(C)=O (1-(2-hydroxy-4-(methoxymethoxy)phenyl)ethanone), COC1=CC=C(C=N1)C=O (6-methoxy-3-pyridine-carboxaldehyde), [OH-].[K+] (KOH), CCO (EtOH), O (H2O). Yields the product C1(=CC=CC=C1)C=CC(=O)C1=CC=CC=C1 (chalcone). Yield: 34.0%. As a reaction SMILES: O[C:2]1[CH:7]=[C:6](OCOC)[CH:5]=[CH:4][C:3]=1[C:12](=[O:14])[CH3:13].CO[C:17]1N=[CH:21][C:20]([CH:23]=O)=[CH:19][CH:18]=1.[OH-].[K+].O.[CH3:28]CO>>[C:20]1([CH:23]=[CH:13][C:12]([C:3]2[CH:4]=[CH:5][CH:6]=[CH:7][CH:2]=2)=[O:14])[CH:21]=[CH:28][CH:17]=[CH:18][CH:19]=1 |f:2.3|. Reported procedure: 4.18 g (21.3 mmol) of 1-(2-hydroxy-4-(methoxymethoxy)phenyl)ethanone, 2.8 g of 6-methoxy-3-pyridine-carboxaldehyde (20.4 mmol), and 1.8 g (32.1 mmol) of KOH were reacted in 60 ml of EtOH and 20 ml of H2O ml to give 2.18 g (34%) of chalcone after purification. 1H NMR (300 MHz, CDCl3): δ 13.27 (s, 1H), 8.42 (d, J=2.4 Hz, 1H), 7.95-7.82 (m, 3H), 7.50 (d, J=15.6 Hz, 1H), 6.83 (d: J=8.7 Hz, 1H), 6.67 (d, J=2.7 Hz; 1H), 6.61 (d, d, J=2.4, 9.0 Hz, 1H), 5.25 (s, 2H), 4.02 (s, 3H), 3.51 (s, 3H). Reactants: C(C)(C)(C)OC(=O)N1C(CC(=CC1=O)OS(=O)(=O)C=1C(=CC=CC1)C)C(=O)OCC1=CC=CC=C1 (6-oxo-4-(toluene sulfonyloxy)-3,6-dihydro-2H-pyridine-1,2-dicarboxylic acid 2-benzyl ester 1-tert-butyl ester), COC1=CC=C(C=C1)B(O)O (4-methoxyphenylboronic acid), P(=O)([O-])([O-])[O-].[K+].[K+].[K+] (potassium phosphate), ic′cl′hexyl-(2′,4′,6′-triisopropyl-biphenyl-2-yl)-phosphane. The reagents and catalysts are C(C)(=O)[O-].[Pd+2].C(C)(=O)[O-] (palladium acetate). Run in O1CCCC1 (tetrahydrofuran), C(C)(=O)OCC (ethyl acetate). Run at temperature 80 celsius. The product is C(C)(C)(C)OC(=O)N1[C@@H](CC(=CC1=O)C1=CC=C(C=C1)OC)C(=O)OCC1=CC=CC=C1 ((S)-4-(4-Methoxy-phenyl)-6-oxo-3,6-dihydro-2H-pyridine-1,2-dicarboxylic acid 2-benzyl ester 1-tert-butyl ester). RXN SMILES: [C:1]([O:5][C:6]([N:8]1[C:13](=[O:14])[CH:12]=[C:11](OS(C2C(C)=CC=CC=2)(=O)=O)[CH2:10][CH:9]1[C:26]([O:28][CH2:29][C:30]1[CH:35]=[CH:34][CH:33]=[CH:32][CH:31]=1)=[O:27])=[O:7])([CH3:4])([CH3:3])[CH3:2].[CH3:36][O:37][C:38]1[CH:43]=[CH:42][C:41](B(O)O)=[CH:40][CH:39]=1.P([O-])([O-])([O-])=O.[K+].[K+].[K+]>O1CCCC1.C(OCC)(=O)C.C([O-])(=O)C.[Pd+2].C([O-])(=O)C>[C:1]([O:5][C:6]([N:8]1[C:13](=[O:14])[CH:12]=[C:11]([C:41]2[CH:42]=[CH:43][C:38]([O:37][CH3:36])=[CH:39][CH:40]=2)[CH2:10][C@H:9]1[C:26]([O:28][CH2:29][C:30]1[CH:31]=[CH:32][CH:33]=[CH:34][CH:35]=1)=[O:27])=[O:7])([CH3:2])([CH3:3])[CH3:4] |f:2.3.4.5,8.9.10|. Reported procedure: To a solution of 2.75 g of 6-oxo-4-(toluene sulfonyloxy)-3,6-dihydro-2H-pyridine-1,2-dicarboxylic acid 2-benzyl ester 1-tert-butyl ester in 18 ml of tetrahydrofuran are added 1.4 g of 4-methoxyphenylboronic acid, 3.15 g of potassium phosphate, 0.12 g of ′ic′cl′hexyl-(2′,4′,6′-triisopropyl-biphenyl-2-yl)-phosphane (X-PHOS) and 22 mg of palladium acetate under argon. The reaction mixture is heated to 80° C. for 2 hours, cooled to room temperature, diluted with ethyl acetate and the organic phase i... The reactants are ClC1=C(C=CC=C1)C1=NCC(C(C2=C1C=CC=C2)=O)=CN(C)C (1-(2-chlorophenyl)-3,4-dihydro-4-[(dimethylamino)methylene]-5H-2-benzazepin-5-one), Cl.C(C(C)C)(=N)N (isobutyramidine hydrochloride), CO (methanol), C[O-].[Na+] (sodium methoxide), CO (methanol). Run in O (water). Reaction conditions: time 2 hour. Yields the product ClC1=CC2=C(C3=C(CN=C2C2=C(C=CC=C2)Cl)C=NC(=N3)C(C)C)C=C1 (9-chloro-7-(2-chlorophenyl)-2-isopropyl-5H-pyrimido[5,4-d][2]benzazepine). Reaction SMILES: [Cl:1][C:2]1[CH:7]=[CH:6][CH:5]=[CH:4][C:3]=1[C:8]1[C:14]2[CH:15]=[CH:16][CH:17]=[CH:18][C:13]=2[C:12](=O)[C:11](=[CH:20]N(C)C)[CH2:10][N:9]=1.[ClH:24].[C:25]([NH2:30])(=[NH:29])[CH:26]([CH3:28])[CH3:27].CO.C[O-].[Na+]>O>[Cl:24][C:16]1[CH:17]=[CH:18][C:13]2[C:12]3[N:30]=[C:25]([CH:26]([CH3:28])[CH3:27])[N:29]=[CH:20][C:11]=3[CH2:10][N:9]=[C:8]([C:3]3[CH:4]=[CH:5][CH:6]=[CH:7][C:2]=3[Cl:1])[C:14]=2[CH:15]=1 |f:1.2,4.5|. Procedure details: A mixture of 3.5 g (10 mmole) of 1-(2-chlorophenyl)-3,4-dihydro-4-[(dimethylamino)methylene]-5H-2-benzazepin-5-one, 4.8 g (40 mmole) of isobutyramidine hydrochloride, 10 ml (41 mmole) of a 4.12M methanol solution of sodium methoxide and 100 ml of methanol was stirred at room temperature for 2 hr. The mixture was diluted with water and extracted with methylene chloride. The methylene chloride solution was dried over anhydrous sodium sulfate and concentrated at reduced pressure to give a yellow oi...